From a dataset of the Open Reaction Database (ORD), a public repository of structured organic reaction records. describe an organic reaction: reactants, conditions, products, and yield Reactants: C[Si](C)(C)Cl (TMSCl), O (Water), FC=1C=C(C(=C(C1)C1=NN=C(S1)C=1C=CC(=C(C#N)C1)CC(C)C)OC)\C=C\OC (5-(5-{5-fluoro-2-(methyloxy)-3-[(E)-2-(methyloxy)ethenyl]phenyl}-1,3,4-thiadiazol-2-yl)-2-(2-methylpropyl)benzonitrile), [I-].[Na+] (sodium iodide). Run in C(C)#N (acetonitrile). Run at time 10 minute. The product is crude product, FC=1C=C(C(=C(C1)C1=NN=C(S1)C=1C=CC(=C(C#N)C1)CC(C)C)OC)CC=O (5-{5-[5-fluoro-2-(methyloxy)-3-(2-oxoethyl)phenyl]-1,3,4-thiadiazol-2-yl}-2-(2-methylpropyl)benzonitrile). Yield: 59.7%. Reaction SMILES: [F:1][C:2]1[CH:3]=[C:4](/[CH:27]=[CH:28]/[O:29]C)[C:5]([O:25][CH3:26])=[C:6]([C:8]2[S:12][C:11]([C:13]3[CH:14]=[CH:15][C:16]([CH2:21][CH:22]([CH3:24])[CH3:23])=[C:17]([CH:20]=3)[C:18]#[N:19])=[N:10][N:9]=2)[CH:7]=1.[I-].[Na+].C[Si](Cl)(C)C.O>C(#N)C>[F:1][C:2]1[CH:3]=[C:4]([CH2:27][CH:28]=[O:29])[C:5]([O:25][CH3:26])=[C:6]([C:8]2[S:12][C:11]([C:13]3[CH:14]=[CH:15][C:16]([CH2:21][CH:22]([CH3:24])[CH3:23])=[C:17]([CH:20]=3)[C:18]#[N:19])=[N:10][N:9]=2)[CH:7]=1 |f:1.2|. Reported procedure: To a solution of 5-(5-{5-fluoro-2-(methyloxy)-3-[(E)-2-(methyloxy)ethenyl]phenyl}-1,3,4-thiadiazol-2-yl)-2-(2-methylpropyl)benzonitrile (D36) (130 mg) and sodium iodide (92 mg) in acetonitrile (20 mL) stirred under nitrogen at room temperature was added TMSCl (0.078 mL) dropwise. The reaction mixture was stirred at room temperature for 10 min. Water was added. The aqueous solution was extracted with EA for 3 times. The organic phase was washed with saturated Na2S2O3 solution and saturated brine,... Starting materials: CCC(COC(=O)c1cc(OC)c(OC)c(OC)c1)(NC)c1ccccc1, Cc1ccccc1, CCN(C(C)C)C(C)C, O=C(Cl)Cl, ClCCl. Yields the product CCC(COC(=O)c1cc(OC)c(OC)c(OC)c1)(NCC(=O)Cl)c1ccccc1. As a reaction SMILES: [CH3:1][O:2][c:3]1[cH:4][c:5]([C:6](=[O:7])[O:8][CH2:9][C:10]([CH2:11][CH3:12])([c:13]2[cH:14][cH:15][cH:16][cH:17][cH:18]2)[NH:19][CH3:20])[cH:21][c:22]([O:26][CH3:27])[c:23]1[O:24][CH3:25].[CH3:44][c:45]1[cH:46][cH:47][cH:48][cH:49][cH:50]1.[CH:32]([N:33]([CH2:34][CH3:35])[CH:36]([CH3:37])[CH3:38])([CH3:39])[CH3:40].[Cl:28][C:29]([Cl:30])=[O:31].[Cl:41][CH2:42][Cl:43]>>[CH3:1][O:2][c:3]1[cH:4][c:5]([C:6](=[O:7])[O:8][CH2:9][C:10]([CH2:11][CH3:12])([c:13]2[cH:14][cH:15][cH:16][cH:17][cH:18]2)[NH:19][CH2:20][C:29]([Cl:28])=[O:31])[cH:21][c:22]([O:26][CH3:27])[c:23]1[O:24][CH3:25]. Reactants: C(CCCCC)(=O)OCC.[Zn] (zinc 2-ethyl hexanoate), CC[C@@H]1[C@@]([C@@H]([C@H](C(=O)[C@@H](C[C@@]([C@@H]([C@H]([C@@H]([C@H](C(=O)O1)C)O[C@H]2C[C@@]([C@H]([C@@H](O2)C)O)(C)OC)C)O[C@H]3[C@@H]([C@H](C[C@H](O3)C)N(C)C)O)(C)O)C)C)O)(C)O (erythromycin base). The solvent is C(CCCCCCCCC(=O)OC(C)C)(=O)OC(C)C (diisopropyl sebacate). The product is [Zn].CC[C@@H]1[C@@]([C@@H]([C@H](C(=O)[C@@H](C[C@@]([C@@H]([C@H]([C@@H]([C@H](C(=O)O1)C)O[C@H]2C[C@@]([C@H]([C@@H](O2)C)O)(C)OC)C)O[C@H]3[C@@H]([C@H](C[C@H](O3)C)N(C)C)O)(C)O)C)C)O)(C)O (zinc erythromycin). Reaction SMILES: C(OCC)(=O)CCCCC.[Zn:11].[CH3:12][CH2:13][C@H:14]1[O:29][C:27](=[O:28])[C@H:26]([CH3:30])[C@@H:25]([O:31][C@@H:32]2[O:37][C@@H:36]([CH3:38])[C@H:35]([OH:39])[C@@:34]([O:41][CH3:42])([CH3:40])[CH2:33]2)[C@H:24]([CH3:43])[C@@H:23]([O:44][C@@H:45]2[O:50][C@H:49]([CH3:51])[CH2:48][C@H:47]([N:52]([CH3:54])[CH3:53])[C@H:46]2[OH:55])[C@@:22]([OH:57])([CH3:56])[CH2:21][C@@H:20]([CH3:58])[C:18](=[O:19])[C@H:17]([CH3:59])[C@@H:16]([OH:60])[C@@:15]1([OH:62])[CH3:61]>C(OC(C)C)(=O)CCCCCCCCC(OC(C)C)=O>[Zn:11].[CH3:12][CH2:13][C@H:14]1[O:29][C:27](=[O:28])[C@H:26]([CH3:30])[C@@H:25]([O:31][C@@H:32]2[O:37][C@@H:36]([CH3:38])[C@H:35]([OH:39])[C@@:34]([O:41][CH3:42])([CH3:40])[CH2:33]2)[C@H:24]([CH3:43])[C@@H:23]([O:44][C@@H:45]2[O:50][C@H:49]([CH3:51])[CH2:48][C@H:47]([N:52]([CH3:53])[CH3:54])[C@H:46]2[OH:55])[C@@:22]([OH:57])([CH3:56])[CH2:21][C@@H:20]([CH3:58])[C:18](=[O:19])[C@H:17]([CH3:59])[C@@H:16]([OH:60])[C@@:15]1([OH:62])[CH3:61] |f:0.1,4.5|. Procedure: In a similar procedure, zinc 2-ethyl hexanoate (slight excess) is combined with erythromycin base, at room temperature in diisopropyl sebacate, to provide a zinc erythromycin compound, presumably as the complex zinc di-erythromycin di-2-ethylhexanoate.